Dataset: the Open Reaction Database (ORD), a public repository of structured organic reaction records. Task: describe an organic reaction: reactants, conditions, products, and yield Reactants: C(C)(=O)OC(C)=O (acetic anhydride), C(=O)O (formic acid), BrC1=C(N)C=CC=C1 (2-bromoaniline). Run in O1CCCC1 (tetrahydrofuran), O1CCCC1 (tetrahydrofuran). Product: BrC1=C(C=CC=C1)NC=O (N-(2-Bromophenyl)formamide). Isolated yield 83.8%. RXN SMILES: C(O[C:5](=[O:7])C)(=O)C.C(O)=O.[Br:11][C:12]1[CH:18]=[CH:17][CH:16]=[CH:15][C:13]=1[NH2:14]>O1CCCC1>[Br:11][C:12]1[CH:18]=[CH:17][CH:16]=[CH:15][C:13]=1[NH:14][CH:5]=[O:7]. Procedure: To acetic anhydride (74.2 g, 727 mmol) was added formic acid (32.9 mL, 872 mmol) under a nitrogen atmosphere while stirring at room temperature, followed by stirring at 70° C. for 3 hours. The reaction mixture was allowed to cool down to room temperature, and tetrahydrofuran (50 mL) was added. To the solution was added a solution of 2-bromoaniline (50.0 g, 291 mmol) in tetrahydrofuran (50 mL) at room temperature, followed by stirring at the same temperature for 1 hour, and concentration was carr... Reactants: C(C)(C)(C)OC([C@@H](CN1C(C=2C(C1=O)=CC=CC2)=O)NC(=O)OC(C)(C)C)=O (Tert-butyl-2(R)-[(tert-butoxycarbonyl)amino]-3-phthalimido-propionate), CC(=C)C(=O)OC (plexiglass), Cl (hydrochloric acid), teflon. Run in O1CCOCC1 (dioxane). Conditions: temperature 80 celsius. Product: C(C)(C)(C)OC([C@@H](CN1C(C=2C(C1=O)=CC=CC2)=O)N)=O (tert-butyl-2(R)-amino-3-phthalimido-propionate). Yield: 90.1%. RXN SMILES: [C:1]([O:5][C:6](=[O:28])[C@H:7]([NH:20]C(OC(C)(C)C)=O)[CH2:8][N:9]1[C:13](=[O:14])[C:12]2=[CH:15][CH:16]=[CH:17][CH:18]=[C:11]2[C:10]1=[O:19])([CH3:4])([CH3:3])[CH3:2].Cl.CC(C(OC)=O)=C>O1CCOCC1>[C:1]([O:5][C:6](=[O:28])[C@H:7]([NH2:20])[CH2:8][N:9]1[C:10](=[O:19])[C:11]2=[CH:18][CH:17]=[CH:16][CH:15]=[C:12]2[C:13]1=[O:14])([CH3:4])([CH3:2])[CH3:3]. Reported procedure: Tert-butyl-2(R)-[(tert-butoxycarbonyl)amino]-3-phthalimido-propionate (8.58 g, 21.8 mmol) was taken up in a anhydrous solution of hydrochloric acid in dioxane (100 ml, 4% wt/wt). The reaction flask was fitted with a rotovap trap, which was topped with a teflon stopper and the mixture was heated to 80° C. (use a plexiglass shield for safety). After 1.5 hours the material was cooled to ambient temperature and all volatiles removed on the rotary evaporator. The white solid was taken up in methylene... The reactants are CO, [H][H], O, COC(CN(C)C(=O)CNC1CCC(O)CC1)OC. Product: CN1CCN(C2CCC(O)CC2)CC1=O. RXN SMILES: [CH3:22][OH:23].[H:20][H:21].[OH2:24].[OH:1][CH:2]1[CH2:3][CH2:4][CH:5]([NH:8][CH2:9][C:10](=[O:11])[N:12]([CH3:13])[CH2:14][CH:15]([O:16][CH3:17])[O:18][CH3:19])[CH2:6][CH2:7]1>>[OH:1][CH:2]1[CH2:3][CH2:4][CH:5]([N:8]2[CH2:9][C:10](=[O:11])[N:12]([CH3:13])[CH2:14][CH2:15]2)[CH2:6][CH2:7]1. RXN SMILES: [NH2:1][C:2]1[CH:7]=[CH:6][C:5]([Cl:8])=[CH:4][C:3]=1[C:9]([C:11]1[CH:16]=[CH:15][CH:14]=[CH:13][CH:12]=1)=[O:10].[CH2:17]([C:21]1[CH:26]=[CH:25][C:24]([S:27](Cl)(=[O:29])=[O:28])=[CH:23][CH:22]=1)[CH2:18][CH2:19][CH3:20]>>[C:9]([C:3]1[CH:4]=[C:5]([Cl:8])[CH:6]=[CH:7][C:2]=1[NH:1][S:27]([C:24]1[CH:25]=[CH:26][C:21]([CH2:17][CH2:18][CH2:19][CH3:20])=[CH:22][CH:23]=1)(=[O:29])=[O:28])(=[O:10])[C:11]1[CH:12]=[CH:13][CH:14]=[CH:15][CH:16]=1. Starting materials: N-Aryl-benzenesulfonamides, NC1=C(C=C(C=C1)Cl)C(=O)C1=CC=CC=C1 ((2-amino-5-chloro-phenyl)-phenyl-methanone), C(CCC)C1=CC=C(C=C1)S(=O)(=O)Cl (4-butyl-benzenesulfonyl chloride). Product: C(C1=CC=CC=C1)(=O)C1=C(C=CC(=C1)Cl)NS(=O)(=O)C1=CC=C(C=C1)CCCC (N-(2-Benzoyl-4-chloro-phenyl)-4-butyl-benzenesulfonamide). Procedure: The title compound was prepared according to the general procedure for the synthesis of N-Aryl-benzenesulfonamides previously described using 115 mg of (2-amino-5-chloro-phenyl)-phenyl-methanone and 116 mg of 4-butyl-benzenesulfonyl chloride. 1H-NMR (400 MHz, CDCl3): δ 0.90 (t, 3H, J=6.8 Hz), 1.29 (m, 2H), 1.46 (m, 2H), 2.49 (t, 2H, J=7.6 Hz), 7.05 (d, 2H, J=8.4 Hz), 7.32 (d, 1H, J=2.4 Hz), 7.40 (m. 4H), 7.47 (dd, 1H, J=8.8 Hz, 2.8 Hz), 7.56 (m, 3H), 7.76 (d, 1H, J=8.8 Hz), 9.78 (s, 1H). MS: m/z... Procedure: 6 g of sodium hydride -- 50% in mineral oil -- were allowed to react with 100 ml of dimethyl-sulfoxide, at 55° - 60° for 90 min. 7.5 g of cis-4-isopropenyl-cyclohexylmethanol were then added to the resulting solution, followed by a dropwise addition of 20 g of ethyl bromide. The reaction mixture was stirred overnight at room temperature, then poured onto crushed ice and finally extracted with hexane. After the usual treatments of washing, drying and evaporation, the fractional distillation of th... Reaction conditions: time 8 hour. Solvent: CS(=O)C (dimethyl-sulfoxide). Reactants: [H-].[Na+] (sodium hydride), C(=C)(C)[C@H]1CC[C@H](CC1)CO (cis-4-isopropenyl-cyclohexylmethanol), C(C)Br (ethyl bromide). Reaction SMILES: [H-].[Na+].[C:3]([C@@H:6]1[CH2:11][CH2:10][C@H:9]([CH2:12][OH:13])[CH2:8][CH2:7]1)([CH3:5])=[CH2:4].[CH2:14](Br)[CH3:15]>CS(C)=O>[CH2:14]([O:13][CH2:12][C@H:9]1[CH2:10][CH2:11][C@@H:6]([C:3]([CH3:5])=[CH2:4])[CH2:7][CH2:8]1)[CH3:15] |f:0.1|. Yields the product C(C)OC[C@@H]1CC[C@@H](CC1)C(=C)C (cis-4-isopropenyl-cyclohexylmethyl ethyl ether).